This data is from the Open Reaction Database (ORD), a public repository of structured organic reaction records. The task is: describe an organic reaction: reactants, conditions, products, and yield Reactants: COc1ccc(N)cc1, CC(C)OC(C)C, O=C(CCl)N1CCC(Cc2ccc(F)cc2)CC1. Product: COc1ccc(NCC(=O)N2CCC(Cc3ccc(F)cc3)CC2)cc1. As a reaction SMILES: [CH3:1][O:2][c:3]1[cH:4][cH:5][c:6]([NH2:7])[cH:8][cH:9]1.[CH:28]([O:29][CH:30]([CH3:31])[CH3:32])([CH3:33])[CH3:34].[Cl:10][CH2:11][C:12](=[O:13])[N:14]1[CH2:15][CH2:16][CH:17]([CH2:20][c:21]2[cH:22][cH:23][c:24]([F:27])[cH:25][cH:26]2)[CH2:18][CH2:19]1>>[CH3:1][O:2][c:3]1[cH:4][cH:5][c:6]([NH:7][CH2:11][C:12](=[O:13])[N:14]2[CH2:15][CH2:16][CH:17]([CH2:20][c:21]3[cH:22][cH:23][c:24]([F:27])[cH:25][cH:26]3)[CH2:18][CH2:19]2)[cH:8][cH:9]1. Reactants: C1COCCO1, CC#N, N#CCC1(n2cc(-c3ccnc(Cl)n3)cn2)CN(S(=O)(=O)C2CC2)C1, O, Cc1ccc(S(=O)(=O)O)cc1, Nc1ccc(-n2cccn2)cc1. The product is N#CCC1(n2cc(-c3ccnc(Nc4ccc(-n5cccn5)cc4)n3)cn2)CN(S(=O)(=O)C2CC2)C1. Reaction SMILES: [CH2:49]1[O:50][CH2:51][CH2:52][O:53][CH2:54]1.[CH3:55][C:56]#[N:57].[Cl:1][c:2]1[n:3][cH:4][cH:5][c:6](-[c:8]2[cH:9][n:10][n:11]([C:13]3([CH2:23][C:24]#[N:25])[CH2:14][N:15]([S:17](=[O:18])(=[O:19])[CH:20]4[CH2:21][CH2:22]4)[CH2:16]3)[cH:12]2)[n:7]1.[OH2:58].[c:38]1([CH3:39])[cH:40][cH:41][c:42]([S:43]([OH:44])(=[O:45])=[O:46])[cH:47][cH:48]1.[n:26]1(-[c:31]2[cH:32][cH:33][c:34]([NH2:35])[cH:36][cH:37]2)[n:27][cH:28][cH:29][cH:30]1>>[c:2]1([NH:35][c:34]2[cH:33][cH:32][c:31](-[n:26]3[n:27][cH:28][cH:29][cH:30]3)[cH:37][cH:36]2)[n:3][cH:4][cH:5][c:6](-[c:8]2[cH:9][n:10][n:11]([C:13]3([CH2:23][C:24]#[N:25])[CH2:14][N:15]([S:17](=[O:18])(=[O:19])[CH:20]4[CH2:21][CH2:22]4)[CH2:16]3)[cH:12]2)[n:7]1. Reactants: FC1=NC=CC=C1C(=O)N(C)OC (2-fluoro-N-methoxy-N-methylpyridine-3-carboxamide), C(C)(C)NC(C)C (diisopropylamine), C(C)(C)(C)[Si](C1=C(C(=NC=C1F)F)F)(C)C (Tert-butyl-dimethyl-(2,3,5-trifluoro-4-pyridyl)silane), [Li]CCCC (nBuLi). Run in C1CCOC1 (THF). Reaction conditions: temperature 0 celsius, time 1 hour. Product: [Si](C)(C)(C(C)(C)C)C1=C(C(=NC(=C1F)F)C(=O)C=1C(=NC=CC1)F)F ((4-(tert-butyldimethylsilyl)-3,5,6-trifluoropyridin-2-yl)(2-fluoropyridin-3-yl)methanone). RXN SMILES: C(NC(C)C)(C)C.[Li]CCCC.[C:13]([Si:17]([CH3:28])([CH3:27])[C:18]1[C:23]([F:24])=[CH:22][N:21]=[C:20]([F:25])[C:19]=1[F:26])([CH3:16])([CH3:15])[CH3:14].[F:29][C:30]1[C:35]([C:36](N(OC)C)=[O:37])=[CH:34][CH:33]=[CH:32][N:31]=1>C1COCC1>[Si:17]([C:18]1[C:19]([F:26])=[C:20]([F:25])[N:21]=[C:22]([C:36]([C:35]2[C:30]([F:29])=[N:31][CH:32]=[CH:33][CH:34]=2)=[O:37])[C:23]=1[F:24])([C:13]([CH3:16])([CH3:15])[CH3:14])([CH3:28])[CH3:27]. Procedure details: A solution of diisopropylamine (66.78 g, 92.49 mL, 659.9 mmol) in THF (1.360 L) was cooled to −20° C. under nitrogen. nBuLi (2.5M in hexane) (253.0 mL of 2.5 M, 632.4 mmol) was added dropwise via cannula at such a rate as to maintain the internal temperature below −15° C. The solution was warmed to 0° C. then immediately re-cooled to −90° C. Tert-butyl-dimethyl-(2,3,5-trifluoro-4-pyridyl)silane (136 g, 549.9 mmol) was added dropwise via cannula at such a rate as to maintain the internal temperat...